This data is from the Open Reaction Database (ORD), a public repository of structured organic reaction records. The task is: describe an organic reaction: reactants, conditions, products, and yield Starting materials: C1(CC1)NC(=O)C=1C=CC(=C(C1)C=1C=C2C=CN(C(C2=CC1)=O)CC1=CC=C(C=C1)C=1CCN(CC1)C(=O)OC(C)(C)C)C (4-{4-[6-(5-Cyclopropylcarbamoyl-2-methyl-phenyl)-1-oxo-1H-isoquinolin-2-ylmethyl]-phenyl}-3,6-dihydro-2H-pyridine-1-carboxylic acid, tert-butyl ester), Cl (HCl). The solvent is CO (methanol), O1CCOCC1 (1,4-dioxane). Conditions: time 2 hour. Yields the product Cl.C1(CC1)NC(C1=CC(=C(C=C1)C)C=1C=C2C=CN(C(C2=CC1)=O)CC1=CC=C(C=C1)C=1CCNCC1)=O (N-Cyclopropyl-4-methyl-3-[1-oxo-2-{4-(1,2,3,6-tetrahydro-pyridin-4-yl)-benzyl}-1,2-dihydro-isoquinolin-6-yl]-benzamide, hydrochloride). Reaction SMILES: [CH:1]1([NH:4][C:5]([C:7]2[CH:8]=[CH:9][C:10]([CH3:44])=[C:11]([C:13]3[CH:14]=[C:15]4[C:20](=[CH:21][CH:22]=3)[C:19](=[O:23])[N:18]([CH2:24][C:25]3[CH:30]=[CH:29][C:28]([C:31]5[CH2:32][CH2:33][N:34](C(OC(C)(C)C)=O)[CH2:35][CH:36]=5)=[CH:27][CH:26]=3)[CH:17]=[CH:16]4)[CH:12]=2)=[O:6])[CH2:3][CH2:2]1.[ClH:45]>CO.O1CCOCC1>[ClH:45].[CH:1]1([NH:4][C:5](=[O:6])[C:7]2[CH:8]=[CH:9][C:10]([CH3:44])=[C:11]([C:13]3[CH:14]=[C:15]4[C:20](=[CH:21][CH:22]=3)[C:19](=[O:23])[N:18]([CH2:24][C:25]3[CH:30]=[CH:29][C:28]([C:31]5[CH2:32][CH2:33][NH:34][CH2:35][CH:36]=5)=[CH:27][CH:26]=3)[CH:17]=[CH:16]4)[CH:12]=2)[CH2:2][CH2:3]1 |f:4.5|. Reported procedure: A solution of Example 6 step (iii) (0.2 g) in methanol (10 mL) was treated with 4.0M HCl in 1,4-dioxane (10 mL) and the solution stirred at room temperature for 2 hours. The volatiles were then removed under reduced pressure and the residue triturated with diethyl ether to give the product, after filtration as a solid (80 mg). The reactants are CC(C)C[Al+]CC(C)C, Cc1ccccc1, [Cl-], [H-], CC(=O)Oc1c(C(C)(C)C)cc2c(c1C(C)(C)C)CC(C)(CNC(=N)NN)O2, [NH4+]. The product is CC1(CNC(=N)NN)Cc2c(cc(C(C)(C)C)c(O)c2C(C)(C)C)O1. RXN SMILES: [CH2:30]([Al+:31][CH2:32][CH:33]([CH3:34])[CH3:35])[CH:36]([CH3:37])[CH3:38].[CH3:41][c:42]1[cH:43][cH:44][cH:45][cH:46][cH:47]1.[Cl-:39].[H-:29].[NH2:1][NH:2][C:3](=[NH:4])[NH:5][CH2:6][C:7]1([CH3:28])[O:8][c:9]2[c:10]([c:12]([C:24]([CH3:25])([CH3:26])[CH3:27])[c:13]([O:20][C:21](=[O:22])[CH3:23])[c:14]([C:16]([CH3:17])([CH3:18])[CH3:19])[cH:15]2)[CH2:11]1.[NH4+:40]>>[NH2:1][NH:2][C:3](=[NH:4])[NH:5][CH2:6][C:7]1([CH3:28])[O:8][c:9]2[c:10]([c:12]([C:24]([CH3:25])([CH3:26])[CH3:27])[c:13]([OH:20])[c:14]([C:16]([CH3:17])([CH3:18])[CH3:19])[cH:15]2)[CH2:11]1.